From a dataset of the Open Reaction Database (ORD), a public repository of structured organic reaction records. describe an organic reaction: reactants, conditions, products, and yield The reactants are O=C([O-])[O-], CCOC(=O)Cn1ncc2c1CCCC2NS(=O)(=O)c1cnc(Cl)c(Br)c1, CI, CC#N, [K+], [K+]. Yields the product CCOC(=O)Cn1ncc2c1CCCC2N(C)S(=O)(=O)c1cnc(Cl)c(Br)c1. RXN SMILES: [C:30](=[O:31])([O-:32])[O-:33].[CH2:1]([CH3:2])[O:3][C:4]([CH2:5][n:6]1[n:7][cH:8][c:9]2[c:14]1[CH2:13][CH2:12][CH2:11][CH:10]2[NH:15][S:16](=[O:17])(=[O:18])[c:19]1[cH:20][n:21][c:22]([Cl:26])[c:23]([Br:25])[cH:24]1)=[O:27].[CH3:28][I:29].[CH3:36][C:37]#[N:38].[K+:34].[K+:35]>>[CH2:1]([CH3:2])[O:3][C:4]([CH2:5][n:6]1[n:7][cH:8][c:9]2[c:14]1[CH2:13][CH2:12][CH2:11][CH:10]2[N:15]([S:16](=[O:17])(=[O:18])[c:19]1[cH:20][n:21][c:22]([Cl:26])[c:23]([Br:25])[cH:24]1)[CH3:30])=[O:27]. Starting materials: C1CCOC1, CCOC(=O)CC1OB(O)c2cc(O)cc(Cl)c21, Cl, [Li+], [OH-], O. The product is O=C(O)CC1OB(O)c2cc(O)cc(Cl)c21. Reaction SMILES: [CH2:22]1[O:23][CH2:24][CH2:25][CH2:26]1.[Cl:1][c:2]1[cH:3][c:4]([OH:18])[cH:5][c:6]2[c:10]1[CH:9]([CH2:11][C:12](=[O:13])[O:14][CH2:15][CH3:16])[O:8][B:7]2[OH:17].[ClH:21].[Li+:19].[OH-:20].[OH2:27]>>[Cl:1][c:2]1[cH:3][c:4]([OH:18])[cH:5][c:6]2[c:10]1[CH:9]([CH2:11][C:12](=[O:13])[OH:14])[O:8][B:7]2[OH:17].